From a dataset of the Open Reaction Database (ORD), a public repository of structured organic reaction records. describe an organic reaction: reactants, conditions, products, and yield Reactants: CC1COC2=C(N1)C=CC=C2 (2,3-dihydro-3-methyl-1,4-benzoxazine), C([O-])([O-])=O.[Na+].[Na+] (sodium carbonate), ClC(C(=O)Cl)C (2-chloropropionyl chloride). The solvent is C1=CC=CC=C1 (benzene), O (water), C(C)(=O)OCC (ethyl acetate). Conditions: time 30 minute. Product: ClC(C(=O)N1C(COC2=C1C=CC=C2)C)C (4-(2-chloropropionyl)-2,3-dihydro-3-methyl-1,4-benzoxazine). Isolated yield 165.2%. Reaction SMILES: [Cl:1][CH:2]([CH3:6])[C:3](Cl)=[O:4].[CH3:7][CH:8]1[NH:13][C:12]2[CH:14]=[CH:15][CH:16]=[CH:17][C:11]=2[O:10][CH2:9]1.C(=O)([O-])[O-].[Na+].[Na+]>C1C=CC=CC=1.O.C(OCC)(=O)C>[Cl:1][CH:2]([CH3:6])[C:3]([N:13]1[C:12]2[CH:14]=[CH:15][CH:16]=[CH:17][C:11]=2[O:10][CH2:9][CH:8]1[CH3:7])=[O:4] |f:2.3.4|. Procedure details: 5.35 ml (55 mmoles) of 2-chloropropionyl chloride are added dropwise, at a temperature of 20° to 25° C. and while stirring, to a suspension of 7.5 g (50 mmoles) of 2,3-dihydro-3-methyl-1,4-benzoxazine and 5.8 g (55 mmoles) of sodium carbonate in 120 ml of benzene. The reaction mixture is then stirred at the same temperature for 30 minutes and is then taken up in a mixture of water and ethyl acetate. The organic phase is washed with saturated sodium chloride solution, dried over sodium sulfate an... The product is CCC(CNC1CCCCC1)OCc1ccccc1. RXN SMILES: [Br:15][CH2:16][c:17]1[cH:18][cH:19][cH:20][cH:21][cH:22]1.[CH:1]1([NH:7][CH2:8][CH:9]([CH2:10][CH3:11])[OH:12])[CH2:2][CH2:3][CH2:4][CH2:5][CH2:6]1.[H-:13].[Na+:14].[O:23]1[CH2:24][CH2:25][CH2:26][CH2:27]1>>[CH:1]1([NH:7][CH2:8][CH:9]([CH2:10][CH3:11])[O:12][CH2:16][c:17]2[cH:18][cH:19][cH:20][cH:21][cH:22]2)[CH2:2][CH2:3][CH2:4][CH2:5][CH2:6]1. The reactants are BrCc1ccccc1, CCC(O)CNC1CCCCC1, [H-], [Na+], C1CCOC1. The reactants are C1CCOC1, CC(C)CC(N)CO, O=C1OC(=O)c2ccccc21, O. The product is CC(C)CC(CO)N1C(=O)c2ccccc2C1=O. RXN SMILES: [CH2:21]1[O:22][CH2:23][CH2:24][CH2:25]1.[NH2:12][CH:13]([CH2:14][CH:15]([CH3:16])[CH3:17])[CH2:18][OH:19].[O:1]=[C:2]1[O:3][C:4](=[O:5])[c:6]2[cH:7][cH:8][cH:9][cH:10][c:11]21.[OH2:20]>>[C:2]1(=[O:3])[c:11]2[c:6]([cH:7][cH:8][cH:9][cH:10]2)[C:4](=[O:5])[N:12]1[CH:13]([CH2:14][CH:15]([CH3:16])[CH3:17])[CH2:18][OH:19].